The task is: describe an organic reaction: reactants, conditions, products, and yield. This data is from the Open Reaction Database (ORD), a public repository of structured organic reaction records. The reactants are OC=1C=CC=C2CCC(NC12)=O (8-hydroxy-3,4-dihydrocarbostyril), ClCC(=O)Cl (chloroacetyl chloride), [Cl-].[Al+3].[Cl-].[Cl-] (aluminum chloride). Run in ice water, C(=S)=S (carbon disulfide), C(=S)=S (carbon disulfide). Yields the product ClCC(=O)C1=C2CCC(NC2=C(C=C1)O)=O (5-chloroacetyl-8-hydroxy-3,4-dihydrocarbostyril). Yield: 22.4%. RXN SMILES: [OH:1][C:2]1[CH:3]=[CH:4][CH:5]=[C:6]2[C:11]=1[NH:10][C:9](=[O:12])[CH2:8][CH2:7]2.[Cl:13][CH2:14][C:15](Cl)=[O:16].[Cl-].[Al+3].[Cl-].[Cl-]>C(=S)=S>[Cl:13][CH2:14][C:15]([C:5]1[CH:4]=[CH:3][C:2]([OH:1])=[C:11]2[C:6]=1[CH2:7][CH2:8][C:9](=[O:12])[NH:10]2)=[O:16] |f:2.3.4.5|. Procedure: 24.3 g of 8-hydroxy-3,4-dihydrocarbostyril (VII) and 68 g of chloroacetyl chloride were added to 130 ml of carbon disulfide, and 200 g of aluminum chloride was added slowly to the mixture while stirring and cooling in ice-water. The mixture was stirred for 6 hours at a temperature of 60° to 70°C and carbon disulfide was distilled off. The resulting residue was poured into 500 ml of ice-water. The precipitated crystals were filtered, washed with water and recrystallized twice from methanol to giv... Starting materials: COC1=CC=C(CN(C=2C=C3C=CN=C(C3=CN2)N2C(C3=CC=CC=C3C2=O)=O)CC2=CC=C(C=C2)OC)C=C1 (2-(6-(bis(4-methoxybenzyl)amino)-2,7-naphthyridin-1-yl)isoindoline-1,3-dione), FC(C(=O)O)(F)F (trifluoroacetic acid). The solvent is ClCCl (dichloromethane). Conditions: temperature 40 celsius, time 19 hour. Yields the product NC=1C=C2C=CN=C(C2=CN1)N1C(C2=CC=CC=C2C1=O)=O (2-(6-amino-2,7-naphthyridin-1-yl)isoindoline-1,3-dione). The yield is 96.4%. RXN SMILES: COC1C=CC(C[N:8](CC2C=CC(OC)=CC=2)[C:9]2[CH:10]=[C:11]3[C:16](=[CH:17][N:18]=2)[C:15]([N:19]2[C:27](=[O:28])[C:26]4[C:21](=[CH:22][CH:23]=[CH:24][CH:25]=4)[C:20]2=[O:29])=[N:14][CH:13]=[CH:12]3)=CC=1.FC(F)(F)C(O)=O>ClCCl>[NH2:8][C:9]1[CH:10]=[C:11]2[C:16](=[CH:17][N:18]=1)[C:15]([N:19]1[C:27](=[O:28])[C:26]3[C:21](=[CH:22][CH:23]=[CH:24][CH:25]=3)[C:20]1=[O:29])=[N:14][CH:13]=[CH:12]2. Procedure details: A mixture of 4-6 (3.94 g, 7.43 mmol), trifluoroacetic acid (30.0 mL, 392 mmol), and dichloromethane (30.0 mL) was stirred at 40° C. for 19 hours under an atmosphere of nitrogen gas and concentrated under reduced pressure. To the resulting residue was added saturated aqueous NaHCO3 (300 mL) and hexane/dichloromethane (5:1) (150 mL) at ambient temperature. The resulting mixture was stirred vigorously at ambient temperature for 30 minutes. The precipitated solid was filtered, washed with water (60 ...